Dataset: the Open Reaction Database (ORD), a public repository of structured organic reaction records. Task: describe an organic reaction: reactants, conditions, products, and yield Starting materials: C(C)OC(=O)C1CCC2(OCCO2)CC1 (1,4-dioxa-spiro[4.5]decane-8-carboxylic acid ethyl ester), BrCC#N (bromoacetonitrile), C(C)(C)NC(C)C (diisopropylamine), [Li]CCCC (nBuLi), CN(C)P(=O)(N(C)C)N(C)C (HMPA). Reported procedure: To a stirred solution of diisopropylamine (10.09 ml, 69.76 mmol) in THF (150 ml) was added nBuLi (1.9 M solution in hexane, 26.09 ml, 51.1 mmol) drop wise at −40° C. followed by HMPA (31.0 ml, 178.0 mmol) under nitrogen atmosphere, and the reaction mixture was stirred for 30 minutes at −40° C. It was then cooled further to −78° C., and a solution of 1,4-dioxa-spiro[4.5]decane-8-carboxylic acid ethyl ester (10 g, 46.5 mmol) in THF (20 ml) was added keeping the temperature below −70° C. throughout... As a reaction SMILES: [CH:1]([NH:4]C(C)C)(C)[CH3:2].[Li]CCCC.CN(P(N(C)C)(N(C)C)=O)C.[CH2:24]([O:26][C:27]([CH:29]1[CH2:38][CH2:37][C:32]2([O:36][CH2:35][CH2:34][O:33]2)[CH2:31][CH2:30]1)=[O:28])[CH3:25].BrCC#N>C1COCC1.O>[CH2:24]([O:26][C:27]([C:29]1([CH2:2][C:1]#[N:4])[CH2:38][CH2:37][C:32]2([O:33][CH2:34][CH2:35][O:36]2)[CH2:31][CH2:30]1)=[O:28])[CH3:25]. Yields the product C(C)OC(=O)C1(CCC2(OCCO2)CC1)CC#N (8-Cyanomethyl-1,4-dioxa-spiro[4.5]decane-8-carboxylic acid ethyl ester). Conditions: temperature -40 celsius, time 30 minute. Solvent: O (water), C1CCOC1 (THF), C1CCOC1 (THF). The yield is 50.9%. The reactants are [H][H] (hydrogen), C(C1=CC=CC=C1)N1N=CC2=CC(=CC=C12)[N+](=O)[O-] (1-benzyl-5-nitroindazole), [H][H] (hydrogen). Reagents/catalysts: [Pt] (platinum on carbon). Run in C(C)O (ethanol). Reaction conditions: temperature 60 celsius, time 4 hour. The product is NC=1C=C2C=NN(C2=CC1)CC1=CC=CC=C1 (5-Amino-1-Benzylindazole). Yield: 242.6%. Reaction SMILES: [CH2:1]([N:8]1[C:16]2[C:11](=[CH:12][C:13]([N+:17]([O-])=O)=[CH:14][CH:15]=2)[CH:10]=[N:9]1)[C:2]1[CH:7]=[CH:6][CH:5]=[CH:4][CH:3]=1.[H][H]>[Pt].C(O)C>[NH2:17][C:13]1[CH:12]=[C:11]2[C:16](=[CH:15][CH:14]=1)[N:8]([CH2:1][C:2]1[CH:3]=[CH:4][CH:5]=[CH:6][CH:7]=1)[N:9]=[CH:10]2. Reported procedure: A 500 mL Parr hydrogenator bottle was charged with 1-benzyl-5-nitroindazole (30.4 g, 120 mmol), absolute ethanol (240 mL) and 5% platinum on carbon (1.5 g, 50% wet). The bottle was placed on a Parr hydrogenation apparatus, the bottle pressurized with hydrogen to 50 psi and the bottle shook until the uptake of hydrogen ceased. The contents of the bottle were then transferred to a 1 L round bottomed flask, warmed to approximately 60° C. under nitrogen and rapidly filtered through a celite pad. The... The reactants are [Cl-].FC(F)(F)[Zn+] (Trifluoromethylzinc chloride), BrC1=C(NC(=C1)C(C(C(C(F)(F)F)(F)F)(F)F)O[Si](C)(C)C)C(C(C(C(F)(F)F)(F)F)(F)F)O[Si](C)(C)C (3-bromo-2,5-bis(2,2,3,3,4,4,4-heptafluoro-1-trimethylsilyloxybutyl)pyrrole). Product: FC(C(O[Si](C)(C)C)C=1NC(=CC1C(F)(F)F)C(C(C(C(F)(F)F)(F)F)(F)F)O[Si](C)(C)C)(C(C(F)(F)F)(F)F)F (2,5-bis(2',2',3',3',4',4',4'-heptafluoro-1'-trimethylsiloxybutyl)-3-trifluoromethylpyrrole). As a reaction SMILES: [Cl-].[F:2][C:3]([Zn+])([F:5])[F:4].Br[C:8]1[CH:12]=[C:11]([CH:13]([O:24][Si:25]([CH3:28])([CH3:27])[CH3:26])[C:14]([F:23])([F:22])[C:15]([F:21])([F:20])[C:16]([F:19])([F:18])[F:17])[NH:10][C:9]=1[CH:29]([O:40][Si:41]([CH3:44])([CH3:43])[CH3:42])[C:30]([F:39])([F:38])[C:31]([F:37])([F:36])[C:32]([F:35])([F:34])[F:33]>>[F:39][C:30]([F:38])([C:31]([F:36])([F:37])[C:32]([F:33])([F:34])[F:35])[CH:29]([C:9]1[NH:10][C:11]([CH:13]([O:24][Si:25]([CH3:28])([CH3:27])[CH3:26])[C:14]([F:22])([F:23])[C:15]([F:20])([F:21])[C:16]([F:17])([F:18])[F:19])=[CH:12][C:8]=1[C:3]([F:5])([F:4])[F:2])[O:40][Si:41]([CH3:42])([CH3:43])[CH3:44] |f:0.1|. Reported procedure: Trifluoromethylzinc chloride is reacted with 3-bromo-2,5-bis(2,2,3,3,4,4,4-heptafluoro-1-trimethylsilyloxybutyl)pyrrole utilizing reaction and purification conditions described in Example 22. The reactants are CC(Nc1cncc(Cl)n1)c1ccccc1, c1ccc(-c2c[nH]cn2)cc1. The product is CC(Nc1cncc(-n2cnc(-c3ccccc3)c2)n1)c1ccccc1. RXN SMILES: [Cl:1][c:2]1[cH:3][n:4][cH:5][c:6]([NH:8][CH:9]([CH3:10])[c:11]2[cH:12][cH:13][cH:14][cH:15][cH:16]2)[n:7]1.[c:17]1(-[c:23]2[n:24][cH:25][nH:26][cH:27]2)[cH:18][cH:19][cH:20][cH:21][cH:22]1>>[c:2]1(-[n:26]2[cH:25][n:24][c:23](-[c:17]3[cH:18][cH:19][cH:20][cH:21][cH:22]3)[cH:27]2)[cH:3][n:4][cH:5][c:6]([NH:8][CH:9]([CH3:10])[c:11]2[cH:12][cH:13][cH:14][cH:15][cH:16]2)[n:7]1. Reactants: CC(C)(C)OC(=O)N1CCCCC1CNc1ccnc(Nc2cccc(Cl)c2)n1, O=C(O)C(F)(F)F. The product is Clc1cccc(Nc2nccc(NCC3CCCCN3)n2)c1. Reaction SMILES: [C:1]([O:2][C:3](=[O:4])[N:8]1[CH:9]([CH2:14][NH:15][c:16]2[n:17][c:18]([NH:22][c:23]3[cH:24][c:25]([Cl:29])[cH:26][cH:27][cH:28]3)[n:19][cH:20][cH:21]2)[CH2:10][CH2:11][CH2:12][CH2:13]1)([CH3:5])([CH3:6])[CH3:7].[OH:30][C:31]([C:32]([F:33])([F:34])[F:35])=[O:36]>>[NH:8]1[CH:9]([CH2:14][NH:15][c:16]2[n:17][c:18]([NH:22][c:23]3[cH:24][c:25]([Cl:29])[cH:26][cH:27][cH:28]3)[n:19][cH:20][cH:21]2)[CH2:10][CH2:11][CH2:12][CH2:13]1. Starting materials: CCOC(=O)CBr, ClCCl, NCc1cccc2ccccc12. Product: CCOC(=O)CNCc1cccc2ccccc12. RXN SMILES: [Br:13][CH2:14][C:15](=[O:16])[O:17][CH2:18][CH3:19].[Cl:20][CH2:21][Cl:22].[NH2:1][CH2:2][c:3]1[cH:4][cH:5][cH:6][c:7]2[cH:8][cH:9][cH:10][cH:11][c:12]12>>[NH:1]([CH2:2][c:3]1[cH:4][cH:5][cH:6][c:7]2[cH:8][cH:9][cH:10][cH:11][c:12]12)[CH2:14][C:15](=[O:16])[O:17][CH2:18][CH3:19].